This data is from the Open Reaction Database (ORD), a public repository of structured organic reaction records. The task is: describe an organic reaction: reactants, conditions, products, and yield Reactants: CC(=O)O, Cc1cccc2c1SCCCN2, O=N[O-], [Na+], O. Yields the product Cc1cccc2c1SCCCN2N=O. As a reaction SMILES: [C:13]([OH:14])(=[O:15])[CH3:16].[CH3:1][c:2]1[cH:3][cH:4][cH:5][c:6]2[c:12]1[S:11][CH2:10][CH2:9][CH2:8][NH:7]2.[N:17](=[O:18])[O-:19].[Na+:20].[OH2:21]>>[CH3:1][c:2]1[cH:3][cH:4][cH:5][c:6]2[c:12]1[S:11][CH2:10][CH2:9][CH2:8][N:7]2[N:17]=[O:18]. The solvent is O1CCCC1 (tetrahydrofuran). Yields the product OC1=CC=C(C=C1)C1=CN=C2C(=N1)N(C(N2)=O)CC2N(CCCC2)C (6-(4-HYDROXYPHENYL)-1-((1-METHYLPIPERIDIN-2-YL)METHYL)-1H-IMIDAZO[4,5-B]PYRAZIN-2(3H)-ONE). Reaction SMILES: Br[C:2]1[N:7]=[C:6]2[N:8]([CH2:12][CH:13]3[CH2:18][CH2:17][CH2:16][CH2:15][N:14]3[CH3:19])[C:9](=[O:11])[NH:10][C:5]2=[N:4][CH:3]=1.BrC1N=C(N[CH2:28][CH:29]2[CH2:34][CH2:33][CH2:32][CH2:31]N2C)C(N)=NC=1.C(N1C=CN=C1)(N1C=CN=C1)=[O:38]>O1CCCC1>[OH:38][C:29]1[CH:34]=[CH:33][C:32]([C:2]2[N:7]=[C:6]3[N:8]([CH2:12][CH:13]4[CH2:18][CH2:17][CH2:16][CH2:15][N:14]4[CH3:19])[C:9](=[O:11])[NH:10][C:5]3=[N:4][CH:3]=2)=[CH:31][CH:28]=1. Reactants: BrC1=CN=C(C(=N1)NCC1N(CCCC1)C)N (6-bromo-N2-((1-methylpiperidin-2-yl)methyl)pyrazine-2,3-diamine), C(=O)(N1C=NC=C1)N1C=NC=C1 (1,1′-carbonyldiimidazole), BrC1=CN=C2C(=N1)N(C(N2)=O)CC2N(CCCC2)C (6-Bromo-1-((1-methylpiperidin-2-yl)methyl)-1H-imidazo[4,5-b]pyrazin-2(3H)-one). Yield: 92.0%. Reported procedure: 6-Bromo-1-((1-methylpiperidin-2-yl)methyl)-1H-imidazo[4,5-b]pyrazin-2(3H)-one. A solution of 6-bromo-N2-((1-methylpiperidin-2-yl)methyl)pyrazine-2,3-diamine (0.48 g, 1.599 mmol) and 1,1′-carbonyldiimidazole (0.324 g, 1.999 mmol) in anhydrous tetrahydrofuran (15 mL) was heated overnight at 115° C. The volatiles were removed under reduced pressure, and the crude product was purified by Biotage column chromatography (0-15% methanol in dichloromethane) to provide the title compound (0.48 g, 1.472 mm... Reactants: CC=1N=C(SC1)N (4-methylthiazol-2-amine), O.O.O.FC(C(=O)C(F)(F)F)(F)F (hexafluoroacetone trihydrate). Product: NC=1SC(=C(N1)C)C(C(F)(F)F)(C(F)(F)F)O (2-(2-amino-4-methylthiazol-5-yl)-1,1,1,3,3,3-hexafluoropropan-2-ol). As a reaction SMILES: [CH3:1][C:2]1[N:3]=[C:4]([NH2:7])[S:5][CH:6]=1.O.O.O.[F:11][C:12]([F:20])([F:19])[C:13]([C:15]([F:18])([F:17])[F:16])=[O:14]>>[NH2:7][C:4]1[S:5][C:6]([C:13]([OH:14])([C:15]([F:18])([F:17])[F:16])[C:12]([F:20])([F:19])[F:11])=[C:2]([CH3:1])[N:3]=1 |f:1.2.3.4|. Procedure details: The title compound was prepared from commercially available of 4-methylthiazol-2-amine (Aldrich) and hexafluoroacetone trihydrate (Aldrich) according to the procedure described in European Journal of Organic Chemistry, (21), 4286-4291; 2003. MS (ESI+) m/z 281 (M+H)+. Starting materials: 190, C(C)(C)C1=CC=C(C=C1)C(CC=O)C (3-p-isopropylphenyl-3-methylpropanal), CC1CNCCO1 (2-methylmorpholine). Reagents/catalysts: [Pd] (Pd), [Zn] (Zn). The solvent is CO (methanol). The product is C(C)(C)C1=CC=C(C=C1)C(CCN1CC(OCC1)C)C (N-(3'-(p-isopropylphenyl)-3'-methylpropyl)-2-methylmorpholine). The yield is 82.0%. As a reaction SMILES: [CH:1]([C:4]1[CH:9]=[CH:8][C:7]([CH:10]([CH3:14])[CH2:11][CH:12]=O)=[CH:6][CH:5]=1)([CH3:3])[CH3:2].[CH3:15][CH:16]1[O:21][CH2:20][CH2:19][NH:18][CH2:17]1>[Pd].[Zn].CO>[CH:1]([C:4]1[CH:9]=[CH:8][C:7]([CH:10]([CH3:14])[CH2:11][CH2:12][N:18]2[CH2:19][CH2:20][O:21][CH:16]([CH3:15])[CH2:17]2)=[CH:6][CH:5]=1)([CH3:3])[CH3:2]. Procedure details: A mixture of 190 parts of 3-p-isopropylphenyl-3-methylpropanal, 111 parts of 2-methylmorpholine, 300 parts of methanol and 20 parts of catalyst, comprising 0.5% by weight of Pd, 0.11% by weight of Zn and 0.1% by weight of Cd on Al2O3, is hydrogenated in a stirred autoclave of 1,000 parts by volume capacity, at 120° C. under a hydrogen pressure of 50 bar, until the pressure remains constant. The autoclave is then allowed to cool, the catalyst is filtered off and the filtrate is purified by distil...